This data is from the Open Reaction Database (ORD), a public repository of structured organic reaction records. The task is: describe an organic reaction: reactants, conditions, products, and yield Starting materials: C(#N)C1=CNC=C1 (3-Cyanopyrrole), FC=1C=C(C=CC1F)[N+](=O)[O-] (3,4-difluoronitrobenzene), [H-].[Na+] (sodium hydride). The solvent is CN(C)C=O (DMF). The product is FC=1C=C(C=CC1N1C=C(C=C1)C#N)[N+](=O)[O-] (3-Fluoro-4-(3-cyano-1-pyrrolyl)nitrobenzene). The yield is 41.5%. Reaction SMILES: [C:1]([C:3]1[CH:7]=[CH:6][NH:5][CH:4]=1)#[N:2].[F:8][C:9]1[CH:10]=[C:11]([N+:16]([O-:18])=[O:17])[CH:12]=[CH:13][C:14]=1F.[H-].[Na+]>CN(C=O)C>[F:8][C:9]1[CH:10]=[C:11]([N+:16]([O-:18])=[O:17])[CH:12]=[CH:13][C:14]=1[N:5]1[CH:6]=[CH:7][C:3]([C:1]#[N:2])=[CH:4]1 |f:2.3|. Procedure details: 3-Cyanopyrrole (3.6 g, 39.1 mmol , CE Loader et al, Can. J. Chem., 1981, 59, 2673) and 3,4-difluoronitrobenzene (6.5 g, 40.9 mmol) were dissolved in DMF (50 ml) and cooled in an ice-bath. The mixture was stirred and sodium hydride (60% in oil, 1.6 g, 40 mmol) added over 20 minutes. After allowing the mixture to come to ambient temperature, it was heated to 650 for 1 hour. Solvent was evaporated, the residue triturated with water, and filtered. The crude solide was purified by flash chromatograph... Reactants: ClC1=C(C(=CC(=C1)C(F)(F)F)Cl)N1N=CC(=N1)C=O (2-(2,6-Dichloro-4-trifluoromethylphenyl)-2H-1,2,3-triazole-4-carboxaldehyde), C(=O)C=P(C1=CC=CC=C1)(C1=CC=CC=C1)C1=CC=CC=C1 (formylmethylene triphenylphosphorane), C1(=CC=CC=C1)C (toluene). Yields the product ClC1=C(C(=CC(=C1)C(F)(F)F)Cl)N1N=CC(=N1)CC(C)O (3-[(2,6-dichloro-4-trifluoromethylphenyl)-2H-1,2,3-triazol-4-yl]-2-propanol). RXN SMILES: [Cl:1][C:2]1[CH:7]=[C:6]([C:8]([F:11])([F:10])[F:9])[CH:5]=[C:4]([Cl:12])[C:3]=1[N:13]1[N:17]=[C:16](C=O)[CH:15]=[N:14]1.C(C=P(C1C=CC=CC=1)(C1C=CC=CC=1)C1C=CC=CC=1)=[O:21].[C:42]1([CH3:48])C=CC=C[CH:43]=1>>[Cl:1][C:2]1[CH:7]=[C:6]([C:8]([F:10])([F:11])[F:9])[CH:5]=[C:4]([Cl:12])[C:3]=1[N:13]1[N:17]=[C:16]([CH2:43][CH:42]([OH:21])[CH3:48])[CH:15]=[N:14]1. Procedure details: 2-(2,6-Dichloro-4-trifluoromethylphenyl)-2H-1,2,3-triazole-4-carboxaldehyde (2 g) and formylmethylene triphenylphosphorane (1.9 g) were heated under reflux in toluene for 4 hours. After removal of the solvent at reduced pressure the resulting residue was purified by column chromatography to give 3-[(2,6-dichloro-4-trifluoromethylphenyl)-2H-1,2,3-triazol-4-yl]-2-propanol, m.p. 68°-69°. This compound (1.8 g) was than stirred with diaminomaleonitrile (0.6 g) in methanol containing a trace of p-tolu... Starting materials: O1C=C(C=C1)C1=C(C#N)C=C(C=C1)O (2-Furan-3-yl-5-hydroxy-benzonitrile). Reagents/catalysts: [Ni] (Ni). Solvent: CCO (EtOH). Conditions: time 24 hour. The product is NCC=1C=C(C=CC1C1=COC=C1)O (3-Aminomethyl-4-furan-3-yl-phenol). Yield: 72.0%. Reaction SMILES: [O:1]1[CH:5]=[CH:4][C:3]([C:6]2[CH:13]=[CH:12][C:11]([OH:14])=[CH:10][C:7]=2[C:8]#[N:9])=[CH:2]1>CCO.[Ni]>[NH2:9][CH2:8][C:7]1[CH:10]=[C:11]([OH:14])[CH:12]=[CH:13][C:6]=1[C:3]1[CH:4]=[CH:5][O:1][CH:2]=1. Procedure: The 2-Furan-3-yl-5-hydroxy-benzonitrile obtained above is dissolved in EtOH and to which Raney Ni (1 g of suspension in water) is added. The mixture is then subjected to hydrogenation under H2 (50 psi) for 24 hours. After which Raney Ni is filtered off from celite and EtOH is removed to provide the title compound (40 mg, 72% for two steps). MS (ESI): 190 (M+1)+1, 173 (M+1-NH3)+1. Reactants: O1C(OCC1)CC(O)C=1C=NC(=CC1)C(F)(F)F (2-(1,3-dioxolan-2-yl)-1-(6-(trifluoromethyl)pyridin-3-yl)ethanol), C1=CC=C(C=C1)OP(=O)(N=[N+]=[N-])OC2=CC=CC=C2 (diphenylphosphonic azide), N12CCCCCC2=NCCC1 (1,8-diazabicyclo[5.4.0]undec-7-ene). Run in C1(=CC=CC=C1)C (toluene). Run at temperature 0 celsius, time 2 hour. The product is N(=[N+]=[N-])C(CC1OCCO1)C=1C=CC(=NC1)C(F)(F)F (5-(1-azido-2-(1,3-dioxolan-2-yl)ethyl)-2-(trifluoromethyl)pyridine). Reaction SMILES: [O:1]1[CH2:5][CH2:4][O:3][CH:2]1[CH2:6][CH:7]([C:9]1[CH:10]=[N:11][C:12]([C:15]([F:18])([F:17])[F:16])=[CH:13][CH:14]=1)O.C1C=CC(OP(OC2C=CC=CC=2)([N:28]=[N+:29]=[N-:30])=O)=CC=1.N12CCCN=C1CCCCC2>C1(C)C=CC=CC=1>[N:28]([CH:7]([C:9]1[CH:14]=[CH:13][C:12]([C:15]([F:18])([F:17])[F:16])=[N:11][CH:10]=1)[CH2:6][CH:2]1[O:3][CH2:4][CH2:5][O:1]1)=[N+:29]=[N-:30]. Procedure details: A mixture of 2-(1,3-dioxolan-2-yl)-1-(6-(trifluoromethyl)pyridin-3-yl)ethanol (18.54 g, 0.070 mol) and diphenylphosphonic azide (36 mL, 0.17 mol) in toluene (40 mL) was cooled to 0° C. and neat 1,8-diazabicyclo[5.4.0]undec-7-ene (25 mL, 0.17 mol) was added. The reaction mixture was stirred at 0° C. for 2 hr and then at 20° C. overnight. The mixture was washed with water and 5% HCl. The aqueous phase was extracted with CH2Cl2. The combined orangic layers were concentrated in vacuo and the residue...